From a dataset of the Open Reaction Database (ORD), a public repository of structured organic reaction records. describe an organic reaction: reactants, conditions, products, and yield Starting materials: COC(=O)CBr, O=C([O-])[O-], CC#N, [I-], [K+], [K+], [K+], Oc1cccc(CCc2cc(-c3ccccc3)n(-c3ccccc3)n2)c1. Yields the product COC(=O)COc1cccc(CCc2cc(-c3ccccc3)n(-c3ccccc3)n2)c1. Reaction SMILES: [Br:27][CH2:28][C:29](=[O:30])[O:31][CH3:32].[C:33](=[O:34])([O-:35])[O-:36].[CH3:41][C:42]#[N:43].[I-:40].[K+:37].[K+:38].[K+:39].[c:1]1(-[n:7]2[n:8][c:9]([CH2:18][CH2:19][c:20]3[cH:21][c:22]([OH:26])[cH:23][cH:24][cH:25]3)[cH:10][c:11]2-[c:12]2[cH:13][cH:14][cH:15][cH:16][cH:17]2)[cH:2][cH:3][cH:4][cH:5][cH:6]1>>[c:1]1(-[n:7]2[n:8][c:9]([CH2:18][CH2:19][c:20]3[cH:21][c:22]([O:26][CH2:28][C:29](=[O:30])[O:31][CH3:32])[cH:23][cH:24][cH:25]3)[cH:10][c:11]2-[c:12]2[cH:13][cH:14][cH:15][cH:16][cH:17]2)[cH:2][cH:3][cH:4][cH:5][cH:6]1. Starting materials: Example 6 ( 1 ), COC1=CC=C(CCl)C=C1 (4-methoxybenzyl chloride), crude product, C(CC(=O)OCC)(=O)OCC (diethyl malonate). The product is COC1=CC=C(CC(C(=O)OCC)C(=O)OCC)C=C1 (diethyl 4-methoxybenzylmalonate). Isolated yield 55.9%. RXN SMILES: [C:1]([O:9][CH2:10][CH3:11])(=[O:8])[CH2:2][C:3]([O:5][CH2:6][CH3:7])=[O:4].[CH3:12][O:13][C:14]1[CH:21]=[CH:20][C:17]([CH2:18]Cl)=[CH:16][CH:15]=1>>[CH3:12][O:13][C:14]1[CH:21]=[CH:20][C:17]([CH2:18][CH:2]([C:3]([O:5][CH2:6][CH3:7])=[O:4])[C:1]([O:9][CH2:10][CH3:11])=[O:8])=[CH:16][CH:15]=1. Reported procedure: In the same manner as in Example 6 (1), a crude product was obtained using diethyl malonate (25.6 g) and 4-methoxybenzyl chloride (25.0 g). This was purified by silica gel column chromatography to give the title compound (25.0 g) as an oil. The reactants are CCOC(=O)[C@H]1N(C[C@@H](C1)OS(=O)(=O)C1=CC=C(C=C1)C)C(=O)OC(C)(C)C ((2S,4R)-4-(toluene-4-sulfonyloxy)-pyrrolidine-1,2-dicarboxylic acid-1-tert-butyl ester-2-ethyl ester), ( 28 ), [N-]=[N+]=[N-].[Na+] (NaN3). The solvent is CN(C)C=O (DMF). Conditions: time 8 hour. Product: CCOC(=O)[C@H]1N(C[C@H](C1)N=[N+]=[N-])C(=O)OC(C)(C)C ((2S,4S)-4-azido-pyrrolidin-1,2-dicarboxylic acid-1-tert-butyl ester-2-ethyl ester). As a reaction SMILES: [CH3:1][CH2:2][O:3][C:4]([C@@H:6]1[CH2:10][C@@H:9](OS(C2C=CC(C)=CC=2)(=O)=O)[CH2:8][N:7]1[C:22]([O:24][C:25]([CH3:28])([CH3:27])[CH3:26])=[O:23])=[O:5].[N-:29]=[N+:30]=[N-:31].[Na+]>CN(C=O)C>[CH3:1][CH2:2][O:3][C:4]([C@@H:6]1[CH2:10][C@H:9]([N:29]=[N+:30]=[N-:31])[CH2:8][N:7]1[C:22]([O:24][C:25]([CH3:28])([CH3:27])[CH3:26])=[O:23])=[O:5] |f:1.2|. Reported procedure: To the solution of (2S,4R)-4-(toluene-4-sulfonyloxy)-pyrrolidine-1,2-dicarboxylic acid-1-tert-butyl ester-2-ethyl ester) (28) (2.6 g, 6.3 mmol) in dry DMF (15 ml) was added NaN3 (0.41 g, 6.3 mmol). The reaction mixture was stirred at room temperature overnight. The reaction mixture was then concentrated under reduced pressure. The residue was dissolved in ethyl acetate: water (10:1) (150 ml). The organic layer was washed with water (30 ml, 2×), dried over MgSO4 and evaporated to dryness The resu... The reactants are CCOC(=O)CCc1cc(C(NS(C)(=O)=O)c2ccc(OCC(C)C)cc2OCC(C)C)ccc1OCC(C)C, CCO, ClC(Cl)Cl, Cl, [Na+], [OH-], O. Product: CC(C)COc1ccc(C(NS(C)(=O)=O)c2ccc(OCC(C)C)c(CCC(=O)O)c2)c(OCC(C)C)c1. RXN SMILES: [CH2:1]([CH:2]([CH3:3])[CH3:4])[O:5][c:6]1[c:7]([CH:17]([c:18]2[cH:19][cH:20][c:21]([O:31][CH2:32][CH:33]([CH3:34])[CH3:35])[c:22]([CH2:24][CH2:25][C:26](=[O:27])[O:28][CH2:29][CH3:30])[cH:23]2)[NH:36][S:37](=[O:38])(=[O:39])[CH3:40])[cH:8][cH:9][c:10]([O:12][CH2:13][CH:14]([CH3:15])[CH3:16])[cH:11]1.[CH3:45][CH2:46][OH:47].[CH:48]([Cl:49])([Cl:50])[Cl:51].[ClH:44].[Na+:42].[OH-:41].[OH2:43]>>[CH2:1]([CH:2]([CH3:3])[CH3:4])[O:5][c:6]1[c:7]([CH:17]([c:18]2[cH:19][cH:20][c:21]([O:31][CH2:32][CH:33]([CH3:34])[CH3:35])[c:22]([CH2:24][CH2:25][C:26](=[O:27])[OH:28])[cH:23]2)[NH:36][S:37](=[O:38])(=[O:39])[CH3:40])[cH:8][cH:9][c:10]([O:12][CH2:13][CH:14]([CH3:15])[CH3:16])[cH:11]1. Reactants: C(C)(C)N(CC)C(C)C (diisopropylethylamine), N1CCCC1 (pyrrolidine), ClC=1OC=2C(N1)=C(C(=C(C2F)C2=CC=CC=C2)C)C#N (2-Chloro-7-fluoro-5-methyl-6-phenyl-1,3-benzoxazole-4-cabonitrile). The solvent is ClCCl (dichloromethane), ClCCl (dichloromethane). The product is FC=1C(=C(C(=C2N=C(OC21)N2CCCC2)C#N)C)C2=CC=CC=C2 (7-Fluoro-5-methyl-6-phenyl-2-(pyrrolidin-1-yl)-1,3-benzoxazole-4-carbonitrile). The yield is 96.8%. RXN SMILES: Cl[C:2]1[O:3][C:4]2[C:5](=[C:7]([C:19]#[N:20])[C:8]([CH3:18])=[C:9]([C:12]3[CH:17]=[CH:16][CH:15]=[CH:14][CH:13]=3)[C:10]=2[F:11])[N:6]=1.[CH:21]([N:24]([CH:27]([CH3:29])C)CC)([CH3:23])C.N1CCCC1>ClCCl>[F:11][C:10]1[C:9]([C:12]2[CH:17]=[CH:16][CH:15]=[CH:14][CH:13]=2)=[C:8]([CH3:18])[C:7]([C:19]#[N:20])=[C:5]2[C:4]=1[O:3][C:2]([N:24]1[CH2:21][CH2:23][CH2:29][CH2:27]1)=[N:6]2. Reported procedure: 2-Chloro-7-fluoro-5-methyl-6-phenyl-1,3-benzoxazole-4-cabonitrile (I-130) (0.13 g, 0.45 mmol) was dissolved in dichloromethane (10 ml), and diisopropylethylamine (92.0 μl, 0.54 mmol) and pyrrolidine (41.0 μl, 0.50 mmol) were added. This was heated under reflux for 4 hours, and diluted with dichloromethane. After washing with water and drying over anhydrous sodium sulfate, the solvent was evaporated away under reduced pressure, and the resulting residue was purified by silica gel column chromatog...